This data is from the Open Reaction Database (ORD), a public repository of structured organic reaction records. The task is: describe an organic reaction: reactants, conditions, products, and yield The reactants are C(CCCCCO)O (1,6-hexanediol), ice water, [H-].[Na+] (sodium hydride), C(C#C)Br (propargyl bromide). The solvent is O1CCCC1 (tetrahydrofuran), O1CCCC1 (tetrahydrofuran), CN(P(N(C)C)(N(C)C)=O)C (hexamethylphosphoric acid triamide). The product is C(C#C)OCCCCCCO (6-(2-propynyloxy)-1-hexanol). Reaction SMILES: [CH2:1]([OH:8])[CH2:2][CH2:3][CH2:4][CH2:5][CH2:6][OH:7].[H-].[Na+].[CH2:11](Br)[C:12]#[CH:13]>O1CCCC1.CN(C)P(=O)(N(C)C)N(C)C>[CH2:13]([O:7][CH2:6][CH2:5][CH2:4][CH2:3][CH2:2][CH2:1][OH:8])[C:12]#[CH:11] |f:1.2|. Procedure details: 118 g. of 1,6-hexanediol are introduced into 800 ml. of absolute tetrahydrofuran and, while stirring well, treated portionwise over a period of 4 hours with 30 g. of sodium hydride. 60 ml. of hexamethylphosphoric acid triamide are then added, the mixture is heated to reflux and treated over a period of 12 hours with a solution of 149 g. of propargyl bromide and 200 ml. of tetrahydrofuran. The cooled mixture is poured on to ice-water and extracted three times with ether. The ether solutions are w... The reactants are CC(O)C(N)=O, Cc1ccccc1, O=CCOc1ccc(Cl)cc1, O, Cc1ccc(S(=O)(=O)O)cc1. Product: CC1OC(COc2ccc(Cl)cc2)NC1=O. Reaction SMILES: [C:1]([CH:2]([OH:3])[CH3:4])(=[O:5])[NH2:6].[CH3:30][c:31]1[cH:32][cH:33][cH:34][cH:35][cH:36]1.[Cl:7][c:8]1[cH:9][cH:10][c:11]([O:12][CH2:13][CH:14]=[O:15])[cH:16][cH:17]1.[OH2:29].[c:18]1([CH3:19])[cH:20][cH:21][c:22]([S:23]([OH:24])(=[O:25])=[O:26])[cH:27][cH:28]1>>[C:1]1(=[O:5])[CH:2]([CH3:4])[O:3][CH:14]([CH2:13][O:12][c:11]2[cH:10][cH:9][c:8]([Cl:7])[cH:17][cH:16]2)[NH:6]1. Starting materials: [Br-].[Li+] (lithium bromide), O (water), C(C)N1C2=CC=CC=C2C=2C=C(C=CC12)Br (N-ethyl-3-bromocarbazole), C1=CC=CC=C1 (benzene). Reagents/catalysts: C1=CC=C(C=C1)P(CCCP(C2=CC=CC=C2)C3=CC=CC=C3)C4=CC=CC=C4.Cl[Pd]Cl (dichloro[1,3-bis(diphenylphosphino)propane]palladium(II)). Solvent: CCOCC (ether), C(C)OCC (diethylether). Reaction conditions: temperature -78 celsius, time 1 hour. Product: C(C)N1C2=CC=CC=C2C=2C=C(C=CC12)C1=CC(=CC=C1)Br (N-ethyl-3-(3-bromophenyl)carbazole). Yield: 29.2%. Reaction SMILES: [CH2:1]([N:3]1[C:15]2[CH:14]=[CH:13][C:12](Br)=[CH:11][C:10]=2[C:9]2[C:4]1=[CH:5][CH:6]=[CH:7][CH:8]=2)[CH3:2].[Br-:17].[Li+].[CH:19]1[CH:24]=[CH:23][CH:22]=[CH:21][CH:20]=1.O>CCOCC.C1C=CC(P(C2C=CC=CC=2)CCCP(C2C=CC=CC=2)C2C=CC=CC=2)=CC=1.Cl[Pd]Cl>[CH2:1]([N:3]1[C:15]2[CH:14]=[CH:13][C:12]([C:19]3[CH:24]=[CH:23][CH:22]=[C:21]([Br:17])[CH:20]=3)=[CH:11][C:10]=2[C:9]2[C:4]1=[CH:5][CH:6]=[CH:7][CH:8]=2)[CH3:2] |f:1.2,6.7|. Procedure: 1.00 g of N-ethyl-3-bromocarbazole was dissolved in 3.2 ml of dehydrated ether in a Schrenck tube which was flame-dried and argon gas-replaced. This solution was cooled to −78° C., and 2.4 ml of n-butyl lithium (2.64M hexane solution) was added dropwise. After raising the temperature to 0° C., and stirring for 1 hour, it was cooled again to −78° C., an ether solution of magnesium bromide prepared from magnesium 0.4 g and 1,2-dibromoethane 0.8 g was added dropwise. After raising the temperature t... The reactants are CCCOc1cc2ccccc2cc1NC(C)=O, CCO, Cl, [Na+], [OH-]. Yields the product CCCOc1cc2ccccc2cc1N. RXN SMILES: [CH2:1]([CH2:2][CH3:3])[O:4][c:5]1[c:6]([NH:15][C:16](=[O:17])[CH3:18])[cH:7][c:8]2[cH:9][cH:10][cH:11][cH:12][c:13]2[cH:14]1.[CH3:22][CH2:23][OH:24].[ClH:19].[Na+:21].[OH-:20]>>[CH2:1]([CH2:2][CH3:3])[O:4][c:5]1[c:6]([NH2:15])[cH:7][c:8]2[cH:9][cH:10][cH:11][cH:12][c:13]2[cH:14]1. Starting materials: CCCC(=O)Cc1ccc(OCCCBr)c(OC)c1, CC#N, Fc1ccc2c(C3CCNCC3)noc2c1, [K+], [K+], O=C([O-])[O-]. Product: CCCC(=O)Cc1ccc(OCCCC2CNCCC2c2noc3cc(F)ccc23)c(OC)c1. Reaction SMILES: [Br:23][CH2:24][CH2:25][CH2:26][O:27][c:28]1[c:29]([O:40][CH3:41])[cH:30][c:31]([CH2:34][C:35]([CH2:36][CH2:37][CH3:38])=[O:39])[cH:32][cH:33]1.[CH3:42][C:43]#[N:44].[F:1][c:2]1[cH:3][c:4]2[c:5]([c:6]([CH:9]3[CH2:10][CH2:11][NH:12][CH2:13][CH2:14]3)[n:7][o:8]2)[cH:15][cH:16]1.[K+:17].[K+:18].[O-:19][C:20]([O-:21])=[O:22]>>[F:1][c:2]1[cH:3][c:4]2[c:5]([c:6]([CH:9]3[CH2:10][CH2:11][NH:12][CH2:13][CH:14]3[CH2:24][CH2:25][CH2:26][O:27][c:28]3[c:29]([O:40][CH3:41])[cH:30][c:31]([CH2:34][C:35]([CH2:36][CH2:37][CH3:38])=[O:39])[cH:32][cH:33]3)[n:7][o:8]2)[cH:15][cH:16]1. Reactants: NC(COC(C1=CC=CC=C1)C1=CC=CC=C1)(C)C (2-amino-1-diphenylmethoxy-2-methylpropane), C(=O)OCC (ethyl formate), steel. Product: C1(=CC=CC=C1)C(OCC(C)(C)NC=O)C1=CC=CC=C1 (1-Diphenylmethoxy-2-formylamino-2-methylpropane). Isolated yield 99.6%. As a reaction SMILES: [NH2:1][C:2]([CH3:19])([CH3:18])[CH2:3][O:4][CH:5]([C:12]1[CH:17]=[CH:16][CH:15]=[CH:14][CH:13]=1)[C:6]1[CH:11]=[CH:10][CH:9]=[CH:8][CH:7]=1.[CH:20](OCC)=[O:21]>>[C:6]1([CH:5]([C:12]2[CH:17]=[CH:16][CH:15]=[CH:14][CH:13]=2)[O:4][CH2:3][C:2]([NH:1][CH:20]=[O:21])([CH3:19])[CH3:18])[CH:11]=[CH:10][CH:9]=[CH:8][CH:7]=1. Procedure: A mixture of 2-amino-1-diphenylmethoxy-2-methylpropane (7.6 g -- see Preparation 1) and ethyl formate (6.7 g) was heated at 100° in a steel bomb for 18 hours and evaporated. The residue was purified by chromatography on silica (18 g) using hexane plus 0-100% methylene chloride as the eluant. Appropriate fractions were combined and evaporated to give the title compound as a colourless gum (8.4 g, 99%). Starting materials: FC=1C=C(C=C(C1NCC1=CC=C(C=C1)OC)F)C(=O)N1CCN(CC1)CC ([3,5-difluoro-4-(4-methoxy-benzylamino)-phenyl]-(4-ethyl-piperazin-1-yl)-methanone), C(C)(=O)O (Acetic acid). Solvent: CO (methanol), [Pd] (palladium black). Conditions: time 24 hour. Yields the product NC1=C(C=C(C=C1F)C(=O)N1CCN(CC1)CC)F ((4-Amino-3,5-difluoro-phenyl)-(4-ethyl-piperazin-1-yl)-methanone). The yield is 90.6%. As a reaction SMILES: [F:1][C:2]1[CH:3]=[C:4]([C:19]([N:21]2[CH2:26][CH2:25][N:24]([CH2:27][CH3:28])[CH2:23][CH2:22]2)=[O:20])[CH:5]=[C:6]([F:18])[C:7]=1[NH:8]CC1C=CC(OC)=CC=1.C(O)(=O)C>CO.[Pd]>[NH2:8][C:7]1[C:6]([F:18])=[CH:5][C:4]([C:19]([N:21]2[CH2:22][CH2:23][N:24]([CH2:27][CH3:28])[CH2:25][CH2:26]2)=[O:20])=[CH:3][C:2]=1[F:1]. Procedure details: To a solution of [3,5-difluoro-4-(4-methoxy-benzylamino)-phenyl]-(4-ethyl-piperazin-1-yl)-methanone (11.8 g, 30.4 mmol) obtained in Step C in methanol (150 ml), palladium black was added, followed by stirring for 24 hours under a hydrogen gas atmosphere. Acetic acid (15 ml) was added, followed by further stirring for 17 hours at room temperature. This was filtered through Celite, and the solvent was distilled off under reduced pressure. This was purified by silica gel column chromatography (dich...